The task is: describe an organic reaction: reactants, conditions, products, and yield. This data is from the Open Reaction Database (ORD), a public repository of structured organic reaction records. Reactants: CCc1cc2c(c(O)c1C=O)C(C)(C)CCC2(C)C, COS(=O)(=O)OC, Cc1ccccc1, Cl, [K+], [OH-]. Yields the product CCc1cc2c(c(OC)c1C=O)C(C)(C)CCC2(C)C. Reaction SMILES: [CH2:1]([CH3:2])[c:3]1[c:4]([CH:18]=[O:19])[c:5]([OH:17])[c:6]2[c:11]([cH:12]1)[C:10]([CH3:13])([CH3:14])[CH2:9][CH2:8][C:7]2([CH3:15])[CH3:16].[CH3:22][O:23][S:24]([O:25][CH3:26])(=[O:27])=[O:28].[CH3:30][c:31]1[cH:32][cH:33][cH:34][cH:35][cH:36]1.[ClH:29].[K+:21].[OH-:20]>>[CH2:1]([CH3:2])[c:3]1[c:4]([CH:18]=[O:19])[c:5]([O:17][CH3:22])[c:6]2[c:11]([cH:12]1)[C:10]([CH3:13])([CH3:14])[CH2:9][CH2:8][C:7]2([CH3:15])[CH3:16]. Reactants: 76-B, NC1=C(C(=O)O)C=CC(=C1)OC (2-amino-4-methoxybenzoic acid), 89-B, FC=1C=CC(=C(C1)C1=NC2=CC(=CC=C2C(=N1)N[C@H]1C[C@@H](N(C1)C(=O)OC(C)(C)C)C(=O)OC)OC)O ((2R,4S)-1-tert-butyl 2-methyl 4-(2-(5-fluoro-2-hydroxyphenyl)-7-methoxyquinazolin-4-ylamino)pyrrolidine-1,2-dicarboxylate), 30-A, Boc, FC=1C=CC(=C(C1)B(O)O)O (5-fluoro-2-hydroxyphenylboronic acid), COC(=O)[C@@H]1N(C[C@H](C1)N)C(=O)OC(C)(C)C ((2R,4S)-4-aminopyrrolidine-1,2-dicarboxylic acid 1-tert-butyl ester 2-methyl ester), 89-B, 80-A, 30-A, 76-B, 89-B, 80-A. The product is FC1=CC(=C(C=C1)O)C1=NC2=CC(=CC=C2C(=N1)N[C@@H]1CN[C@H](C1)CO)OC (4-Fluoro-2-(4-((3S,5R)-5-(hydroxymethyl)pyrrolidin-3-ylamino)-7-methoxyquinazolin-2-yl)phenol). RXN SMILES: NC1C=C(OC)C=CC=1C(O)=O.COC([C@H]1C[C@H](N)CN1C(OC(C)(C)C)=O)=O.FC1C=CC(O)=C(B(O)O)C=1.[F:41][C:42]1[CH:43]=[CH:44][C:45]([OH:77])=[C:46]([C:48]2[N:57]=[C:56]([NH:58][C@@H:59]3[CH2:63][N:62](C(OC(C)(C)C)=O)[C@@H:61]([C:71](OC)=[O:72])[CH2:60]3)[C:55]3[C:50](=[CH:51][C:52]([O:75][CH3:76])=[CH:53][CH:54]=3)[N:49]=2)[CH:47]=1>>[F:41][C:42]1[CH:43]=[CH:44][C:45]([OH:77])=[C:46]([C:48]2[N:57]=[C:56]([NH:58][C@H:59]3[CH2:60][C@H:61]([CH2:71][OH:72])[NH:62][CH2:63]3)[C:55]3[C:50](=[CH:51][C:52]([O:75][CH3:76])=[CH:53][CH:54]=3)[N:49]=2)[CH:47]=1. Reported procedure: The title compound was prepared using methods analogous to those described in Synthesis 80-A, 30-A, 76-B and 89-B, replacing 2-amino-5-methoxybenzoic acid with 2-amino-4-methoxybenzoic acid in Synthesis 80-A, replacing (S)-(−)-1-boc-3-aminopyrrolidine with (2R,4S)-4-aminopyrrolidine-1,2-dicarboxylic acid 1-tert-butyl ester 2-methyl ester in Synthesis 30-A, replacing 2-hydroxyphenylboronic acid with 5-fluoro-2-hydroxyphenylboronic acid in Synthesis 76-B (using the crude Boc-protected amine in Syn... Reported procedure: 3,4-Dihydroisoquinolinium (1.31 g, 10.0 mmol) was dissolved in 3 ml MeOH in a 3-neck 25 mi round bottom flask fitted with a condenser, drying tube and stirrer bar, and cooled in an ice bath. n-Octyt p-toluenesulfonate (2.84 g, 10.0 mmol)*, dissolved in 7.0 ml methanol, was added dropwise over about 7 minutes via an addition funnel. The ice bath was removed and replaced with an oil bath and the colorless clear solution heated to reflux for at least 8 hours during which time the reaction solution ... Starting materials: C1=[NH+]CCC2=CC=CC=C12 (3,4-Dihydroisoquinolinium), CO (MeOH), CC=1C=CC(=CC1)S(=O)(=O)O (p-toluenesulfonate), CO (methanol). Yields the product C1(=CC=C(C=C1)S(=O)(=O)[O-])C.C(CCCCCCC)[N+]1=CC2=CC=CC=C2CC1 (N-(n-OctyI)-3,4-Dihydroisoquinolinium p-toluenesulfonate). As a reaction SMILES: [CH:1]1[C:10]2[C:5](=[CH:6][CH:7]=[CH:8][CH:9]=2)[CH2:4][CH2:3][NH+:2]=1.[CH3:11][C:12]1[CH:13]=[CH:14][C:15]([S:18]([OH:21])(=[O:20])=[O:19])=[CH:16][CH:17]=1.[CH3:22]O>>[C:12]1([CH3:11])[CH:13]=[CH:14][C:15]([S:18]([O-:21])(=[O:19])=[O:20])=[CH:16][CH:17]=1.[CH2:22]([N+:2]1[CH2:3][CH2:4][C:5]2[C:10](=[CH:9][CH:8]=[CH:7][CH:6]=2)[CH:1]=1)[CH2:17][CH2:16][CH2:15][CH2:14][CH2:13][CH2:12][CH3:11] |f:3.4|. The reactants are C(C)O (ethanol), C([O-])([O-])=O.[K+].[K+] (potassium carbonate), B(OC=1OC2=C(C1)C=CC(=C2)OCCC)([O-])[O-] (6-propoxy-benzofuran-2-yl borate), BrC=1C=CC2=C(C=C(CCS2(=O)=O)C(=O)NC2=CC=C(C=C2)CN(C2CCOCC2)C)C1 (7-bromo-N-[4-[[N-methyl-N-(tetrahydropyran-4-yl)amino]methyl]phenyl]-1,1-dioxo-2,3-dihydro-1-benzothiepine-4-carboxamide). Reagents/catalysts: C=1C=CC(=CC1)[P](C=2C=CC=CC2)(C=3C=CC=CC3)[Pd]([P](C=4C=CC=CC4)(C=5C=CC=CC5)C=6C=CC=CC6)([P](C=7C=CC=CC7)(C=8C=CC=CC8)C=9C=CC=CC9)[P](C=1C=CC=CC1)(C=1C=CC=CC1)C=1C=CC=CC1 (tetrakistriphenylphosphinepalladium). The solvent is C1(=CC=CC=C1)C (toluene), O (water), O (water). Reaction conditions: time 30 minute. The product is CN(C1CCOCC1)CC1=CC=C(C=C1)NC(=O)C=1CCS(C2=C(C1)C=C(C=C2)C=2OC1=C(C2)C=CC(=C1)OCCC)(=O)=O (N-[4-[[N-methyl-N-(tetrahydropyran-4-yl)amino]methyl]phenyl]-1,1-dioxo-7-(6-propoxybenzofuran-2-yl)-2,3-dihydro-1-benzothiepine-4-carboxamide). Isolated yield 54.1%. RXN SMILES: C(O)C.B([O-])([O-])O[C:6]1[O:7][C:8]2[CH:14]=[C:13]([O:15][CH2:16][CH2:17][CH3:18])[CH:12]=[CH:11][C:9]=2[CH:10]=1.Br[C:22]1[CH:23]=[CH:24][C:25]2[S:31](=[O:33])(=[O:32])[CH2:30][CH2:29][C:28]([C:34]([NH:36][C:37]3[CH:42]=[CH:41][C:40]([CH2:43][N:44]([CH3:51])[CH:45]4[CH2:50][CH2:49][O:48][CH2:47][CH2:46]4)=[CH:39][CH:38]=3)=[O:35])=[CH:27][C:26]=2[CH:52]=1.C(=O)([O-])[O-].[K+].[K+]>C1(C)C=CC=CC=1.C1C=CC([P]([Pd]([P](C2C=CC=CC=2)(C2C=CC=CC=2)C2C=CC=CC=2)([P](C2C=CC=CC=2)(C2C=CC=CC=2)C2C=CC=CC=2)[P](C2C=CC=CC=2)(C2C=CC=CC=2)C2C=CC=CC=2)(C2C=CC=CC=2)C2C=CC=CC=2)=CC=1.O>[CH3:51][N:44]([CH2:43][C:40]1[CH:41]=[CH:42][C:37]([NH:36][C:34]([C:28]2[CH2:29][CH2:30][S:31](=[O:33])(=[O:32])[C:25]3[CH:24]=[CH:23][C:22]([C:6]4[O:7][C:8]5[CH:14]=[C:13]([O:15][CH2:16][CH2:17][CH3:18])[CH:12]=[CH:11][C:9]=5[CH:10]=4)=[CH:52][C:26]=3[CH:27]=2)=[O:35])=[CH:38][CH:39]=1)[CH:45]1[CH2:50][CH2:49][O:48][CH2:47][CH2:46]1 |f:3.4.5,^1:69,71,90,109|. Reported procedure: In toluene (15 ml), ethanol (1.5 ml) and water (1.5 ml) were suspended 6-propoxy-benzofuran-2-yl borate (165 mg), 7-bromo-N-[4-[[N-methyl-N-(tetrahydropyran-4-yl)amino]methyl]phenyl]-1,1-dioxo-2,3-dihydro-1-benzothiepine-4-carboxamide (300 mg) and potassium carbonate (208 mg), and the suspension was stirred under argon atmosphere for 30 minutes. To the mixture was added tetrakistriphenylphosphinepalladium (47 mg), and the mixture was stirred, under argon atmosphere, at 100° C. for 10 hours and c... Starting materials: O=C([O-])[O-], CS(=O)(=O)Nc1ccc([N+](=O)[O-])cc1, CC(C)=O, CN(C)CCCl, [I-], [K+], [K+], [Na+]. The product is CN(C)CCN(c1ccc([N+](=O)[O-])cc1)S(C)(=O)=O. Reaction SMILES: [C:21](=[O:22])([O-:23])[O-:24].[CH3:1][S:2](=[O:3])(=[O:4])[NH:5][c:6]1[cH:7][cH:8][c:9]([N+:12](=[O:13])[O-:14])[cH:10][cH:11]1.[CH3:29][C:30](=[O:31])[CH3:32].[Cl:15][CH2:16][CH2:17][N:18]([CH3:19])[CH3:20].[I-:28].[K+:25].[K+:26].[Na+:27]>>[CH3:1][S:2](=[O:3])(=[O:4])[N:5]([c:6]1[cH:7][cH:8][c:9]([N+:12](=[O:13])[O-:14])[cH:10][cH:11]1)[CH2:16][CH2:17][N:18]([CH3:19])[CH3:20]. Reactants: O=C([O-])[O-], CS(=O)(=O)Cl, CC#N, [Cs+], [Cs+], CC1(C)C(=O)N(c2ccc(F)c(C(F)(F)F)c2)C(=O)N1Cc1ccc(F)cc1Nc1ccc(N)cc1. Yields the product CC1(C)C(=O)N(c2ccc(F)c(C(F)(F)F)c2)C(=O)N1Cc1ccc(F)cc1Nc1ccc(NS(C)(=O)=O)cc1. As a reaction SMILES: [C:37](=[O:38])([O-:39])[O-:40].[CH3:43][S:44]([Cl:45])(=[O:46])=[O:47].[CH3:48][C:49]#[N:50].[Cs+:41].[Cs+:42].[NH2:1][c:2]1[cH:3][cH:4][c:5]([NH:8][c:9]2[c:10]([CH2:11][N:12]3[C:13](=[O:31])[N:14]([c:20]4[cH:21][c:22]([C:27]([F:28])([F:29])[F:30])[c:23]([F:26])[cH:24][cH:25]4)[C:15](=[O:19])[C:16]3([CH3:17])[CH3:18])[cH:32][cH:33][c:34]([F:36])[cH:35]2)[cH:6][cH:7]1>>[NH:1]([c:2]1[cH:3][cH:4][c:5]([NH:8][c:9]2[c:10]([CH2:11][N:12]3[C:13](=[O:31])[N:14]([c:20]4[cH:21][c:22]([C:27]([F:28])([F:29])[F:30])[c:23]([F:26])[cH:24][cH:25]4)[C:15](=[O:19])[C:16]3([CH3:17])[CH3:18])[cH:32][cH:33][c:34]([F:36])[cH:35]2)[cH:6][cH:7]1)[S:44]([CH3:43])(=[O:46])=[O:47].